Dataset: the Open Reaction Database (ORD), a public repository of structured organic reaction records. Task: describe an organic reaction: reactants, conditions, products, and yield Starting materials: FC1=C(C=C2NC(C=3N(C2=C1)C(NN3)=O)=O)[N+](=O)[O-] (8-fluoro-7-nitro[1,2,4]triazolo[4,3-a]quinoxaline-1,4(2H,5H)-dione), C(CC)C=1NC=CN1 (2-n-propylimidazole). Yields the product C(CC)C=1N(C=CN1)C1=C(C=C2NC(C=3N(C2=C1)C(NN3)=O)=O)[N+](=O)[O-] (8-(2-n-Propyl-1H-imidazol-1-yl)-7-nitro[1,2,4]triazolo[4,3-a]quinoxaline-1,4(2H,5H)-dione). Reaction SMILES: F[C:2]1[CH:11]=[C:10]2[C:5]([NH:6][C:7](=[O:16])[C:8]3[N:9]2[C:12](=[O:15])[NH:13][N:14]=3)=[CH:4][C:3]=1[N+:17]([O-:19])=[O:18].[CH2:20]([C:23]1[NH:24][CH:25]=[CH:26][N:27]=1)[CH2:21][CH3:22]>>[CH2:20]([C:23]1[N:24]([C:2]2[CH:11]=[C:10]3[C:5]([NH:6][C:7](=[O:16])[C:8]4[N:9]3[C:12](=[O:15])[NH:13][N:14]=4)=[CH:4][C:3]=2[N+:17]([O-:19])=[O:18])[CH:25]=[CH:26][N:27]=1)[CH2:21][CH3:22]. Reported procedure: The title compound was prepared from 8-fluoro-7-nitro[1,2,4]triazolo[4,3-a]quinoxaline-1,4(2H,5H)-dione and 2-n-propylimidazole by a method analogous to the method described in example 11. M.p. 260° C. decomp. Reactants: C1CCOC1, CC(C)(C)CN, Clc1ccnc(Cl)n1, [K+], [K+], O=C([O-])[O-], O. The product is CC(C)(C)CNc1ccnc(Cl)n1. As a reaction SMILES: [CH2:22]1[O:23][CH2:24][CH2:25][CH2:26]1.[CH3:9][C:10]([CH2:11][NH2:12])([CH3:13])[CH3:14].[Cl:1][c:2]1[n:3][cH:4][cH:5][c:6]([Cl:8])[n:7]1.[K+:15].[K+:16].[O-:17][C:18]([O-:19])=[O:20].[OH2:21]>>[Cl:1][c:2]1[n:3][cH:4][cH:5][c:6]([NH:12][CH2:11][C:10]([CH3:9])([CH3:13])[CH3:14])[n:7]1. The reactants are O=C(CBr)c1ccccc1, CC(C)(C)OC(=O)N1CCN(C(=S)OCc2ccc(O)cc2)CC1, O=C([O-])[O-], [Cs+], [Cs+], CN(C)C=O, O. The product is CC(C)(C)OC(=O)N1CCN(C(=S)OCc2ccc(OCC(=O)c3ccccc3)cc2)CC1. As a reaction SMILES: [Br:31][CH2:32][C:33](=[O:34])[c:35]1[cH:36][cH:37][cH:38][cH:39][cH:40]1.[C:1]([CH3:2])([CH3:3])([CH3:4])[O:5][C:6](=[O:7])[N:8]1[CH2:9][CH2:10][N:11]([C:14]([O:15][CH2:16][c:17]2[cH:18][cH:19][c:20]([OH:23])[cH:21][cH:22]2)=[S:24])[CH2:12][CH2:13]1.[C:25](=[O:26])([O-:27])[O-:28].[Cs+:29].[Cs+:30].[O:42]=[CH:43][N:44]([CH3:45])[CH3:46].[OH2:41]>>[C:1]([CH3:2])([CH3:3])([CH3:4])[O:5][C:6](=[O:7])[N:8]1[CH2:9][CH2:10][N:11]([C:14]([O:15][CH2:16][c:17]2[cH:18][cH:19][c:20]([O:23][CH2:32][C:33](=[O:34])[c:35]3[cH:36][cH:37][cH:38][cH:39][cH:40]3)[cH:21][cH:22]2)=[S:24])[CH2:12][CH2:13]1. The solvent is CN(C=O)C (dimethylformamide). Procedure details: To dimethylformamide is added the sodium salt of 7-[[(1-pyrryl)acetyl]amino]-3-[[(1-methyltetrazol-5-yl) thio]methyl] -8-oxo-5-thia-1-azabicyclo[4.2.0]-oct-2-ene-2-carboxylic acid, one equivalent, and an equivalent amount of N-butyrylaminomethyl chloride. The mixture is stirred at room temperature for about one hour after which it is carefully poured into ice water. The product precipitates and is recovered by filtration. The solid is dissolved in ethyl acetate and washed with aqueous sodium bic... Conditions: time 1 hour. Reaction SMILES: [Na].[N:2]1([CH2:7][C:8]([NH:10][CH:11]2[C:18](=[O:19])[N:17]3[CH:12]2[S:13][CH2:14][C:15]([CH2:23][S:24][C:25]2[N:29]([CH3:30])[N:28]=[N:27][N:26]=2)=[C:16]3[C:20]([OH:22])=[O:21])=[O:9])[CH:6]=[CH:5][CH:4]=[CH:3]1.[C:31]([NH:36][CH2:37]Cl)(=[O:35])[CH2:32][CH2:33][CH3:34]>CN(C)C=O>[C:31]([NH:36][CH2:37][O:21][C:20]([C:16]1[N:17]2[CH:12]([S:13][CH2:14][C:15]=1[CH2:23][S:24][C:25]1[N:29]([CH3:30])[N:28]=[N:27][N:26]=1)[CH:11]([NH:10][C:8](=[O:9])[CH2:7][N:2]1[CH:3]=[CH:4][CH:5]=[CH:6]1)[C:18]2=[O:19])=[O:22])(=[O:35])[CH2:32][CH2:33][CH3:34] |^1:0|. Reactants: [Na] (sodium), N1(C=CC=C1)CC(=O)NC1C2SCC(=C(N2C1=O)C(=O)O)CSC1=NN=NN1C (7-[[(1-pyrryl)acetyl]amino]-3-[[(1-methyltetrazol-5-yl) thio]methyl] -8-oxo-5-thia-1-azabicyclo[4.2.0]-oct-2-ene-2-carboxylic acid), ice water, C(CCC)(=O)NCCl (N-butyrylaminomethyl chloride). The product is C(CCC)(=O)NCOC(=O)C=1N2C(C(C2SCC1CSC1=NN=NN1C)NC(CN1C=CC=C1)=O)=O (7-[[(1-Pyrryl)acetyl]amino]-3-[[(1-methyltetrazol-5-yl)thio]methyl]-8-oxo-5-thia-1-azabicyclo[4.2.0]oct-2-ene-2-carboxylic acid N-butyrylaminomethyl ester). The reactants are ClCC1=NOC(=C1)C1=CC=CC=C1 (3-(chloromethyl)-5-phenylisoxazole), OC1=CC=C(CO\N=C(/CCC(=O)OC)\C2=CC=CC=C2)C=C1 (methyl E-4-(4-hydroxybenzyloxyimino)-4-phenylbutyrate), C([O-])([O-])=O.[K+].[K+] (potassium carbonate), CN(C=O)C (N,N-dimethylformamide). The solvent is C(C)(=O)OCC.CCCCCC (ethyl acetate hexane), O (Water). Reaction conditions: time 72 hour. Yields the product C1(=CC=CC=C1)/C(/CCC(=O)OC)=N/OCC1=CC=C(C=C1)OCC1=NOC(=C1)C1=CC=CC=C1 (methyl E-4-phenyl-4-[4-(5-phenyl-3-isoxazolylmethoxy)benzyloxyimino]butyrate). The yield is 62.9%. RXN SMILES: Cl[CH2:2][C:3]1[CH:7]=[C:6]([C:8]2[CH:13]=[CH:12][CH:11]=[CH:10][CH:9]=2)[O:5][N:4]=1.[OH:14][C:15]1[CH:36]=[CH:35][C:18]([CH2:19][O:20]/[N:21]=[C:22](/[C:29]2[CH:34]=[CH:33][CH:32]=[CH:31][CH:30]=2)\[CH2:23][CH2:24][C:25]([O:27][CH3:28])=[O:26])=[CH:17][CH:16]=1.C(=O)([O-])[O-].[K+].[K+].CN(C)C=O>C(OCC)(=O)C.CCCCCC.O>[C:29]1(/[C:22](=[N:21]/[O:20][CH2:19][C:18]2[CH:35]=[CH:36][C:15]([O:14][CH2:2][C:3]3[CH:7]=[C:6]([C:8]4[CH:13]=[CH:12][CH:11]=[CH:10][CH:9]=4)[O:5][N:4]=3)=[CH:16][CH:17]=2)/[CH2:23][CH2:24][C:25]([O:27][CH3:28])=[O:26])[CH:30]=[CH:31][CH:32]=[CH:33][CH:34]=1 |f:2.3.4,6.7|. Reported procedure: A mixture of 3-(chloromethyl)-5-phenylisoxazole (340 mg), methyl E-4-(4-hydroxybenzyloxyimino)-4-phenylbutyrate (500 mg), potassium carbonate (442 mg) and N,N-dimethylformamide (10 ml) was stirred at room temperature for 72 hours. Water was added to the reaction mixture and extracted with ethyl acetate. The ethyl acetate layer was washed with an aqueous saturated solution of sodium chloride, dried (MgSO4) and concentrated. The residue was subjected to silica gel chromatography to obtain methyl E...